This data is from the Open Reaction Database (ORD), a public repository of structured organic reaction records. The task is: describe an organic reaction: reactants, conditions, products, and yield Reactants: Br.ClC=1C=C(C=2N(N1)C(=NN2)N)C (6-chloro-8-methyl-[1,2,4]triazolo[4,3-b]pyridazin-3-ylamine hydrobromide), CN(C)C=O (DMF), C(C)NCC (diethylamine). Solvent: O (water). Reaction conditions: time 11 day. Product: C(C)N(C=1C=C(C=2N(N1)C(=NN2)N)C)CC (N*6*,N*6*-Diethyl-8-methyl-[1,2,4]triazolo[4,3-b]pyridazine-3,6-diamine). Reaction SMILES: Br.Cl[C:3]1[CH:4]=[C:5]([CH3:13])[C:6]2[N:7]([C:9]([NH2:12])=[N:10][N:11]=2)[N:8]=1.CN(C=O)C.[CH2:19]([NH:21][CH2:22][CH3:23])[CH3:20]>O>[CH2:19]([N:21]([CH2:22][CH3:23])[C:3]1[CH:4]=[C:5]([CH3:13])[C:6]2[N:7]([C:9]([NH2:12])=[N:10][N:11]=2)[N:8]=1)[CH3:20] |f:0.1|. Reported procedure: 6-Chloro-8-methyl-[1,2,4]triazolo[4,3-b]pyridazin-3-ylamine hydrobromide (W2.002; 250 mg) was dissolved in abs. DMF (2 ml) and admixed with diethylamine (7 ml). Thereafter, the reaction mixture was placed into a heating block at 80° C. with stirring for 11 days. The solvent was then drawn off and the residue was admixed with a little water and extracted three times with dichloromethane. The combined organic phases were dried over sodium sulfate, filtered and concentrated. The residue was purifie... As a reaction SMILES: [CH2:10]([CH3:11])[O:12][C:13](=[S:14])[S:15][CH2:16][CH2:17][CH2:18][CH2:19][CH2:20][CH2:21][CH2:22][CH2:23][CH2:24][CH2:25][O:26][c:27]1[cH:28][cH:29][c:30]([C:31](=[O:32])[OH:33])[cH:34][cH:35]1.[CH3:51][N:52]([c:53]1[cH:54][cH:55][n:56][cH:57][cH:58]1)[CH3:59].[CH:36]1([N:37]=[C:38]=[N:39][CH:40]2[CH2:41][CH2:42][CH2:43][CH2:44][CH2:45]2)[CH2:46][CH2:47][CH2:48][CH2:49][CH2:50]1.[Cl:60][CH2:61][Cl:62].[OH:1][c:2]1[cH:3][cH:4][c:5]([CH:6]=[O:7])[cH:8][cH:9]1>>[c:2]1([O:33][C:31]([c:30]2[cH:29][cH:28][c:27]([O:26][CH2:25][CH2:24][CH2:23][CH2:22][CH2:21][CH2:20][CH2:19][CH2:18][CH2:17][CH2:16][S:15][C:13]([O:12][CH2:10][CH3:11])=[S:14])[cH:35][cH:34]2)=[O:32])[cH:3][cH:4][c:5]([CH:6]=[O:7])[cH:8][cH:9]1. The reactants are CCOC(=S)SCCCCCCCCCCOc1ccc(C(=O)O)cc1, CN(C)c1ccncc1, C(=NC1CCCCC1)=NC1CCCCC1, ClCCl, O=Cc1ccc(O)cc1. Yields the product CCOC(=S)SCCCCCCCCCCOc1ccc(C(=O)Oc2ccc(C=O)cc2)cc1.